This data is from the Open Reaction Database (ORD), a public repository of structured organic reaction records. The task is: describe an organic reaction: reactants, conditions, products, and yield Reported procedure: To a solution of 1 g of 3-aminoacetophenone in 20 mL of CH2Cl2 was added 5 mL of ethyl-di-iso-propylamine. To the stirred reaction mixture was then added 1 mL of 2-furoyl chloride which was allowed to stir at 25° C. for 8 h. The reaction mixture was concentrated in vacuo and the residue was purified by silica gel chromatography (CH2Cl2) to yield 900 mg of furan-2-carboxylic acid (3-acetyl-phenyl)-amide as a white solid. 1H NMR (CDCl3, 500 MHz) δ 8.11 (1 H, br s), 8.09 (1H, t, J=2 Hz), 7.93 (1 H,... Run at temperature 25 celsius, time 8 hour. Run in C(Cl)Cl (CH2Cl2). RXN SMILES: [CH3:1][C:2]([C:4]1[CH:9]=[CH:8][CH:7]=[C:6]([NH2:10])[CH:5]=1)=[O:3].C(N(C(C)C)C(C)C)C.[O:20]1[CH:24]=[CH:23][CH:22]=[C:21]1[C:25](Cl)=[O:26]>C(Cl)Cl>[C:2]([C:4]1[CH:5]=[C:6]([NH:10][C:25]([C:21]2[O:20][CH:24]=[CH:23][CH:22]=2)=[O:26])[CH:7]=[CH:8][CH:9]=1)(=[O:3])[CH3:1]. Starting materials: CC(=O)C1=CC(=CC=C1)N (3-aminoacetophenone), C(C)N(C(C)C)C(C)C (ethyl-di-iso-propylamine), O1C(=CC=C1)C(=O)Cl (2-furoyl chloride). Yields the product C(C)(=O)C=1C=C(C=CC1)NC(=O)C=1OC=CC1 (furan-2-carboxylic acid (3-acetyl-phenyl)-amide). Starting materials: [N+](=O)([O-])C=1C=C2CCC(N(C2=CC1)C1CCN(CC1)C(C1=C(C=C(C=C1)OC)OC)=O)=O (6-nitro-1-[1-(2,4-dimethoxybenzoyl)-4-piperidinyl]-3,4-dihydrocarbostyril). The reagents and catalysts are [C].[Pd] (palladium-carbon). Solvent: C(C)(=O)O (acetic acid). Reaction conditions: time 1 hour. Product: NC=1C=C2CCC(N(C2=CC1)C1CCN(CC1)C(C1=C(C=C(C=C1)OC)OC)=O)=O (6-amino-1-[1-(2,4-dimethoxybenzoyl)-4-piperidinyl]-3,4-dihydrocarbostyril). Isolated yield 51.0%. RXN SMILES: [N+:1]([C:4]1[CH:5]=[C:6]2[C:11](=[CH:12][CH:13]=1)[N:10]([CH:14]1[CH2:19][CH2:18][N:17]([C:20](=[O:31])[C:21]3[CH:26]=[CH:25][C:24]([O:27][CH3:28])=[CH:23][C:22]=3[O:29][CH3:30])[CH2:16][CH2:15]1)[C:9](=[O:32])[CH2:8][CH2:7]2)([O-])=O>[C].[Pd].C(O)(=O)C>[NH2:1][C:4]1[CH:5]=[C:6]2[C:11](=[CH:12][CH:13]=1)[N:10]([CH:14]1[CH2:15][CH2:16][N:17]([C:20](=[O:31])[C:21]3[CH:26]=[CH:25][C:24]([O:27][CH3:28])=[CH:23][C:22]=3[O:29][CH3:30])[CH2:18][CH2:19]1)[C:9](=[O:32])[CH2:8][CH2:7]2 |f:1.2|. Procedure details: A mixture of 10% palladium-carbon (0.4 g) and acetic acid (50 ml) is added to 6-nitro-1-[1-(2,4-dimethoxybenzoyl)-4-piperidinyl]-3,4-dihydrocarbostyril (4.0 g) and the mixture is subjected to catalytic reduction at 70° C. for 1 hour. The catalyst is filtered off and the filtrate is concentrated. The resulting residue is basified with 10% aqueous sodium hydroxide solution and extracted with dichloromethane. The solvent is concentrated and the resulting residue is purified by silica gel column chr... Reactants: C1CNCCN1, [O-][N+]1=C(c2ccccc2)C2=NCCN2c2cc(F)ccc21. Yields the product [O-][N+]1=C(c2ccccc2)C2=NCCN2c2cc(N3CCNCC3)ccc21. RXN SMILES: [CH2:22]1[CH2:23][NH:24][CH2:25][CH2:26][NH:27]1.[F:1][c:2]1[cH:3][cH:4][c:5]2[c:10]([cH:11]1)[N:9]1[C:8](=[N:14][CH2:13][CH2:12]1)[C:7]([c:15]1[cH:16][cH:17][cH:18][cH:19][cH:20]1)=[N+:6]2[O-:21]>>[c:2]1([N:24]2[CH2:23][CH2:22][NH:27][CH2:26][CH2:25]2)[cH:3][cH:4][c:5]2[c:10]([cH:11]1)[N:9]1[C:8](=[N:14][CH2:13][CH2:12]1)[C:7]([c:15]1[cH:16][cH:17][cH:18][cH:19][cH:20]1)=[N+:6]2[O-:21]. Starting materials: COc1cc2c(cc1-c1cccnc1)-c1c(Br)c3c(n1CC2)C(=O)N(C(C)(C)C)CCC3, COCCOC, [K+], [K+], O=C([O-])[O-], O, c1ccc(P(c2ccccc2)(c2ccccc2)[Pd](P(c2ccccc2)(c2ccccc2)c2ccccc2)(P(c2ccccc2)(c2ccccc2)c2ccccc2)P(c2ccccc2)(c2ccccc2)c2ccccc2)cc1, OB(O)c1cccnc1. The product is COc1cc2c(cc1-c1cccnc1)-c1c(-c3cccnc3)c3c(n1CC2)C(=O)N(C(C)(C)C)CCC3. Reaction SMILES: [C:1]([CH3:2])([CH3:3])([CH3:4])[N:5]1[C:6](=[O:32])[c:7]2[c:8]([c:9]([Br:28])[c:10]3[n:11]2[CH2:12][CH2:13][c:14]2[cH:15][c:16]([O:26][CH3:27])[c:17](-[c:20]4[cH:21][n:22][cH:23][cH:24][cH:25]4)[cH:18][c:19]2-3)[CH2:29][CH2:30][CH2:31]1.[CH2:48]([CH2:49][O:50][CH3:51])[O:52][CH3:53].[K+:42].[K+:43].[O-:44][C:45]([O-:46])=[O:47].[OH2:54].[cH:55]1[cH:56][cH:57][c:58]([P:59]([Pd:60]([P:61]([c:62]2[cH:63][cH:64][cH:65][cH:66][cH:67]2)([c:68]2[cH:69][cH:70][cH:71][cH:72][cH:73]2)[c:74]2[cH:75][cH:76][cH:77][cH:78][cH:79]2)([P:80]([c:81]2[cH:82][cH:83][cH:84][cH:85][cH:86]2)([c:87]2[cH:88][cH:89][cH:90][cH:91][cH:92]2)[c:93]2[cH:94][cH:95][cH:96][cH:97][cH:98]2)[P:99]([c:100]2[cH:101][cH:102][cH:103][cH:104][cH:105]2)([c:106]2[cH:107][cH:108][cH:109][cH:110][cH:111]2)[c:112]2[cH:113][cH:114][cH:115][cH:116][cH:117]2)([c:118]2[cH:119][cH:120][cH:121][cH:122][cH:123]2)[c:124]2[cH:125][cH:126][cH:127][cH:128][cH:129]2)[cH:130][cH:131]1.[n:33]1[cH:34][c:35]([B:39]([OH:40])[OH:41])[cH:36][cH:37][cH:38]1>>[C:1]([CH3:2])([CH3:3])([CH3:4])[N:5]1[C:6](=[O:32])[c:7]2[c:8]([c:9](-[c:35]3[cH:34][n:33][cH:38][cH:37][cH:36]3)[c:10]3[n:11]2[CH2:12][CH2:13][c:14]2[cH:15][c:16]([O:26][CH3:27])[c:17](-[c:20]4[cH:21][n:22][cH:23][cH:24][cH:25]4)[cH:18][c:19]2-3)[CH2:29][CH2:30][CH2:31]1. Reactants: C1OCC2C1CNC2 (Hexahydro-1H-Furo(3,4-c)pyrrole), Cl (HCl). Solvent: C(C)OCC (diethyl ether). Yields the product Cl.C1OCC2C1CNC2 (Hexahydro-1H-Furo(3,4-c)Pyrrole Hydrochloride). Reaction SMILES: [CH2:1]1[CH:5]2[CH2:6][NH:7][CH2:8][CH:4]2[CH2:3][O:2]1.[ClH:9]>C(OCC)C>[ClH:9].[CH2:1]1[CH:5]2[CH2:6][NH:7][CH2:8][CH:4]2[CH2:3][O:2]1 |f:3.4|. Reported procedure: Hexahydro-1H-Furo(3,4-c)pyrrole (11.3 grams, 0.1 mole) was dissolved in 200 ml diethyl ether and anhydrous HCl gas passed through the solution. The salts were filtered and washed with ether.